From a dataset of the Open Reaction Database (ORD), a public repository of structured organic reaction records. describe an organic reaction: reactants, conditions, products, and yield Starting materials: CC(CO)Nc1nc(Cl)ncc1-c1cccs1, CNC(=O)N=S(C)(=O)c1ccc(N)cc1. Yields the product CNC(=O)N=S(C)(=O)c1ccc(Nc2ncc(-c3cccs3)c(NC(C)CO)n2)cc1. RXN SMILES: [Cl:1][c:2]1[n:3][cH:4][c:5](-[c:13]2[s:14][cH:15][cH:16][cH:17]2)[c:6]([NH:8][CH:9]([CH2:10][OH:11])[CH3:12])[n:7]1.[NH2:18][c:19]1[cH:20][cH:21][c:22]([S:25](=[O:26])(=[N:27][C:28]([NH:29][CH3:30])=[O:31])[CH3:32])[cH:23][cH:24]1>>[c:2]1([NH:18][c:19]2[cH:20][cH:21][c:22]([S:25](=[O:26])(=[N:27][C:28]([NH:29][CH3:30])=[O:31])[CH3:32])[cH:23][cH:24]2)[n:3][cH:4][c:5](-[c:13]2[s:14][cH:15][cH:16][cH:17]2)[c:6]([NH:8][CH:9]([CH2:10][OH:11])[CH3:12])[n:7]1. The reactants are Cl, C1COCCN1, O=C(O)c1cccc(CONC(=O)c2ccccc2NCc2ccncc2)c1. Product: O=C(NOCc1cccc(C(=O)N2CCOCC2)c1)c1ccccc1NCc1ccncc1. RXN SMILES: [ClH:29].[O:30]1[CH2:31][CH2:32][NH:33][CH2:34][CH2:35]1.[n:1]1[cH:2][cH:3][c:4]([CH2:7][NH:8][c:9]2[c:10]([C:11](=[O:12])[NH:13][O:14][CH2:15][c:16]3[cH:17][c:18]([C:19](=[O:20])[OH:21])[cH:22][cH:23][cH:24]3)[cH:25][cH:26][cH:27][cH:28]2)[cH:5][cH:6]1>>[n:1]1[cH:2][cH:3][c:4]([CH2:7][NH:8][c:9]2[c:10]([C:11](=[O:12])[NH:13][O:14][CH2:15][c:16]3[cH:17][c:18]([C:19](=[O:20])[N:33]4[CH2:32][CH2:31][O:30][CH2:35][CH2:34]4)[cH:22][cH:23][cH:24]3)[cH:25][cH:26][cH:27][cH:28]2)[cH:5][cH:6]1. The reactants are S(=O)(Cl)Cl (Thionyl chloride), OC(CC#N)(C1=C(C=CC=C1)OC)C1=C(C=CC=C1)OC (beta-hydroxy-beta-(2-methoxyphenyl)-2-methoxybenzenepropanenitrile). The solvent is N1=CC=CC=C1 (pyridine), ice water. Conditions: temperature 10 celsius, time 2 hour. The product is COC1=C(C=CC=C1)C(=CC#N)C1=C(C=CC=C1)OC (3,3-bis(2-methoxyphenyl)-2-propenenitrile). Yield: 71.5%. Reaction SMILES: S(Cl)(Cl)=O.O[C:6]([C:18]1[CH:23]=[CH:22][CH:21]=[CH:20][C:19]=1[O:24][CH3:25])([C:10]1[CH:15]=[CH:14][CH:13]=[CH:12][C:11]=1[O:16][CH3:17])[CH2:7][C:8]#[N:9]>N1C=CC=CC=1>[CH3:25][O:24][C:19]1[CH:20]=[CH:21][CH:22]=[CH:23][C:18]=1[C:6]([C:10]1[CH:15]=[CH:14][CH:13]=[CH:12][C:11]=1[O:16][CH3:17])=[CH:7][C:8]#[N:9]. Procedure: Thionyl chloride (4.5 mL) was added to a stirred suspension of beta-hydroxy-beta-(2-methoxyphenyl)-2-methoxybenzenepropanenitrile (13.45 g) in dry pyridine (70 mL) maintained at 10° C. during the addition. The reaction was stirred at room temperature for 2 hours, then was diluted with ice-water and extracted with dichloromethane. The organic extract was washed with 3N HCl (1×150 mL; 1×20 mL) and brine and then was dried (MgSO4) and evaporated. The residue was crystallized from isopropanol-hexane... Reactants: CC=1C=C2C=CC(=CC2=CC1)C1=C(C=CC=C1)C#N (6-methyl-2-(2'-cyanophenyl)-naphthalene), BrN1C(CCC1=O)=O (N-bromosuccinimide), azoisobutyronitrile. Solvent: C(Cl)(Cl)(Cl)Cl (carbon tetrachloride). Yields the product BrCC=1C=C2C=CC(=CC2=CC1)C1=C(C=CC=C1)C#N (6-bromomethyl-2(2'-cyanophenyl)-naphthalene). As a reaction SMILES: [CH3:1][C:2]1[CH:3]=[C:4]2[C:9](=[CH:10][CH:11]=1)[CH:8]=[C:7]([C:12]1[CH:17]=[CH:16][CH:15]=[CH:14][C:13]=1[C:18]#[N:19])[CH:6]=[CH:5]2.[Br:20]N1C(=O)CCC1=O>C(Cl)(Cl)(Cl)Cl>[Br:20][CH2:1][C:2]1[CH:3]=[C:4]2[C:9](=[CH:10][CH:11]=1)[CH:8]=[C:7]([C:12]1[CH:17]=[CH:16][CH:15]=[CH:14][C:13]=1[C:18]#[N:19])[CH:6]=[CH:5]2. Procedure details: A mixture of 6.30 g of 6 g of 6-methyl-2-(2'-cyanophenyl)-naphthalene, 4.60 g of N-bromosuccinimide and 0.085 g of azoisobutyronitrile in 70 ml of carbon tetrachloride is heated at 110° for 4 hours. The cooled reaction mixture is extracted twice with 45 ml of 2N sodium hydroxide solution each time. The aqueous phases are then extracted with 50 ml of CH2Cl2 in each case. The combined organic phases are dried over MgSO4. After removing the solvent in vacuo, the crude product is recrystallised from...